Dataset: the Open Reaction Database (ORD), a public repository of structured organic reaction records. Task: describe an organic reaction: reactants, conditions, products, and yield Solvent: C(C)(=O)O (acetic acid). RXN SMILES: [OH:1][CH:2]([C:6]1[N:7]=[C:8]([CH2:50][CH2:51][CH3:52])[N:9]([CH2:13][C:14]2[CH:19]=[CH:18][C:17]([C:20]3[CH:25]=[CH:24][CH:23]=[CH:22][C:21]=3[C:26]3[N:30](C(C4C=CC=CC=4)(C4C=CC=CC=4)C4C=CC=CC=4)[N:29]=[N:28][N:27]=3)=[CH:16][CH:15]=2)[C:10]=1[C:11]#[N:12])[CH:3]([CH3:5])[CH3:4]>C(O)(=O)C>[OH:1][CH:2]([C:6]1[N:7]=[C:8]([CH2:50][CH2:51][CH3:52])[N:9]([CH2:13][C:14]2[CH:19]=[CH:18][C:17]([C:20]3[CH:25]=[CH:24][CH:23]=[CH:22][C:21]=3[C:26]3[NH:30][N:29]=[N:28][N:27]=3)=[CH:16][CH:15]=2)[C:10]=1[C:11]#[N:12])[CH:3]([CH3:5])[CH3:4]. Yield: 99.1%. Procedure: Following a procedure similar to that described in Example 74(c), but using 1.36 g of 4-(1-hydroxy-2-methylpropyl)-2-propyl-1-{4-[2-(trityltetrazol-5-yl)phenyl]phenyl}methylimidazole-5-carbonitrile [prepared as described in step (b) above] in 75% v/v aqueous acetic acid, 0.87 g of the title compound was obtained as a glass. The reactants are OC(C(C)C)C=1N=C(N(C1C#N)CC1=CC=C(C=C1)C1=C(C=CC=C1)C1=NN=NN1C(C1=CC=CC=C1)(C1=CC=CC=C1)C1=CC=CC=C1)CCC (4-(1-hydroxy-2-methylpropyl)-2-propyl-1-{4-[2-(trityltetrazol-5-yl)phenyl]phenyl}methylimidazole-5-carbonitrile). The product is OC(C(C)C)C=1N=C(N(C1C#N)CC1=CC=C(C=C1)C1=C(C=CC=C1)C1=NN=NN1)CCC (4-(1-Hydroxy-2-methylpropyl)-2-propyl-1-{4-[2-(tetrazol-5-yl)phenyl]phenyl}methylimidazole-5-carbonitrile). Starting materials: O=C1CC(CCCC1)CC(=O)O (3-oxo-cycloheptaneacetic acid), Cl.ClC1=CC=C(CN(N)C2=CC=C(C=C2)F)C=C1 (1-(p-chlorobenzyl)-1-(p-fluorophenyl) hydrazine hydrochloride). Solvent: C(C)(C)(C)O (tert-butanol). Product: FC=1C=C2C3=C(N(C2=CC1)CC1=CC=C(C=C1)Cl)CCCCC3CC(=O)O (2-Fluoro-5-(p-chlorobenzyl)-5,6,7,8,9,10-hexahydrocyclohept[b]indole-10-acetic acid). Reaction SMILES: O=[C:2]1[CH2:8][CH2:7][CH2:6][CH2:5][CH:4]([CH2:9][C:10]([OH:12])=[O:11])[CH2:3]1.Cl.[Cl:14][C:15]1[CH:30]=[CH:29][C:18]([CH2:19][N:20]([C:22]2[CH:27]=[CH:26][C:25]([F:28])=[CH:24][CH:23]=2)N)=[CH:17][CH:16]=1>C(O)(C)(C)C>[F:28][C:25]1[CH:26]=[C:27]2[C:22](=[CH:23][CH:24]=1)[N:20]([CH2:19][C:18]1[CH:29]=[CH:30][C:15]([Cl:14])=[CH:16][CH:17]=1)[C:2]1[CH2:8][CH2:7][CH2:6][CH2:5][CH:4]([CH2:9][C:10]([OH:12])=[O:11])[C:3]2=1 |f:1.2|. Procedure details: To 1.10 g of 3-oxo-cycloheptaneacetic acid in 35 mL tert-butanol was added 2.13 g of 1-(p-chlorobenzyl)-1-(p-fluorophenyl) hydrazine hydrochloride, The reaction mixture was refluxed under nitrogen for 18 h, cooled to room temperature and then evaporated to dryness. The resultant residue was partitioned between water and ethyl acetate. The organic layer was washed with 1N HCl (2X), water (2X) and brine and dried over MgSO4. Filtration and concentration gave oil which was purified by flash chromat...